From a dataset of the Open Reaction Database (ORD), a public repository of structured organic reaction records. describe an organic reaction: reactants, conditions, products, and yield Starting materials: CC=1C=C2C=CC(=NC2=CC1)C1=C(C(=O)N)C=CC=C1 (2-(6-methylquinolin-2-yl)benzamide), C1(=CC=C(C=C1)S(=O)(=O)Cl)C (p-toluenesulfonyl chloride). Run in O (water). The product is CC=1C=C2C=CC(=NC2=CC1)C1=C(C#N)C=CC=C1 (2-(6-methylquinolin-2-yl)benzonitrile). The yield is 45.0%. Reaction SMILES: [CH3:1][C:2]1[CH:3]=[C:4]2[C:9](=[CH:10][CH:11]=1)[N:8]=[C:7]([C:12]1[CH:20]=[CH:19][CH:18]=[CH:17][C:13]=1[C:14]([NH2:16])=O)[CH:6]=[CH:5]2.C1(C)C=CC(S(Cl)(=O)=O)=CC=1>O>[CH3:1][C:2]1[CH:3]=[C:4]2[C:9](=[CH:10][CH:11]=1)[N:8]=[C:7]([C:12]1[CH:20]=[CH:19][CH:18]=[CH:17][C:13]=1[C:14]#[N:16])[CH:6]=[CH:5]2. Reported procedure: 15 ml of pyridne were added to 2.05 g (7.82 mmol) of 2-(6-methylquinolin-2-yl)benzamide obtained in Reference Example 7 and the mixture was stirred. Were, 1.49 g (7.82 mmol) of p-toluenesulfonyl chloride were added thereto and stirred at room temperature for 2 hours. After further stirring the mixture at 40° C. for 2 hours, the reaction mixture was poured into 30 ml of water and extracted with 50 ml of methylene chloride. The resulting extract was dried over magnesium sulfate followed by filtrat... The reactants are ClC1=NC(=C2N=CN(C2=N1)C(CC)C)NCC1=CC(=CC=C1)I (2-chloro-N-[(3-iodophenyl)-methyl]-9-(1-methylpropyl)-9H-purin-6-amine), N[C@@H]1CC[C@H](CC1)N (trans-1,4-diaminocyclohexane). Product: Cl.Cl.NC1CCC(CC1)NC1=NC(=C2N=CN(C2=N1)C(CC)C)NCC1=CC(=CC=C1)I (N2-(4-aminocyclo-hexyl)-N6-[(3-iodophenyl)-methyl]-9-(1-methylpropyl)-9H-purin-2,6-diamine dihydrochloride). The yield is 124.0%. As a reaction SMILES: [Cl:1][C:2]1[N:10]=[C:9]2[C:5]([N:6]=[CH:7][N:8]2[CH:11]([CH3:14])[CH2:12][CH3:13])=[C:4]([NH:15][CH2:16][C:17]2[CH:22]=[CH:21][CH:20]=[C:19]([I:23])[CH:18]=2)[N:3]=1.[NH2:24][C@H:25]1[CH2:30][CH2:29][C@H:28]([NH2:31])[CH2:27][CH2:26]1>>[ClH:1].[ClH:1].[NH2:24][CH:25]1[CH2:30][CH2:29][CH:28]([NH:31][C:2]2[N:10]=[C:9]3[C:5]([N:6]=[CH:7][N:8]3[CH:11]([CH3:14])[CH2:12][CH3:13])=[C:4]([NH:15][CH2:16][C:17]3[CH:22]=[CH:21][CH:20]=[C:19]([I:23])[CH:18]=3)[N:3]=2)[CH2:27][CH2:26]1 |f:2.3.4|. Procedure details: The operation is carried out as in Stage 3 of Example 9 starting from 279 mg of the product obtained in Stage 1 above and 720 mg of trans-1,4-diaminocyclohexane. After purification under the same conditions as for Example 9, salification is carried out with 10 ml 1.4N HCl/Ethanol followed by evaporating to dryness. In this way 232 mg of expected product is obtained in the form of crystals.